describe an organic reaction: reactants, conditions, products, and yield From a dataset of the Open Reaction Database (ORD), a public repository of structured organic reaction records. Reactants: C(C(O)C(O)C(=O)O)(=O)O (tartaric acid), COC(C(C)(C=1SC=CC1)C)=O (2-methyl-2-thiophen-2-yl-propionic acid methyl ester), C(C(C)C)[Al]CC(C)C (diisobutylaluminum), CC(C)C[Al]CC(C)C (Dibal-H), C1(=CC=CC=C1)C (PhMe). Run in C(Cl)Cl (CH2Cl2). Run at time 3 day. Yields the product C(C)C(CO)(CC)C=1SC=CC1 (2-ethyl-2-thiophen-2-yl-butan-1-ol). Yield: 90.0%. As a reaction SMILES: COC(=O)C(C)(C1[S:7]C=CC=1)C.C([Al]C[CH:19]([CH3:21])C)C(C)C.[C:22]1([CH3:28])[CH:27]=[CH:26][CH:25]=[CH:24][CH:23]=1.[C:29]([OH:38])(=O)C(C(C(O)=O)O)O>C(Cl)Cl>[CH2:19]([C:27]([C:26]1[S:7][CH:23]=[CH:24][CH:25]=1)([CH2:22][CH3:28])[CH2:29][OH:38])[CH3:21] |^1:13|. Reported procedure: A solution of 2-methyl-2-thiophen-2-yl-propionic acid methyl ester (3.66 g, 17.2 mmol) in CH2Cl2 (85 mL) at 0° C. is treated with diisobutylaluminum hydrde (Dibal-H, 1.0 M PhMe, 38.0 mL, 384.0 mmol) and warmed to rt overnight. The reaction mixture is carefully poured into 1N tartaric acid (100 mL) and stirred for 3 d. The layers are separated and the aqueous layer is extracted with CH2Cl2 (100 mL). The combined extracts are dried over MgSO4, filtered, and concentrated. The residue is loaded onto...